This data is from the Open Reaction Database (ORD), a public repository of structured organic reaction records. The task is: describe an organic reaction: reactants, conditions, products, and yield Reactants: FC(CNC(=O)C1(C2=CC=CC=C2C=2C=CC=CC12)CCCCBr)(F)F (9-(4-bromo-butyl)-9H-fluorene-9-carboxylic acid-(2,2,2-trifluoro-ethyl)-amide), N1(CCNCCC1)C1=NC2=C(N1C)C=CC=C2 (2-[1.4]diazepan-1-yl-1-methyl-1H-benzimidazole). Yields the product FC(CNC(=O)C1(C2=CC=CC=C2C=2C=CC=CC12)CCCCN1CCN(CCC1)C1=NC2=C(N1C)C=CC=C2)(F)F (9-{4-[4-(1-methyl-1H-benzimidazol-2-yl)-[1.4]diazepan-1-yl]-butyl}-9H-fluorene-9-carboxylic acid-(2,2,2-trifluoro-ethyl)-amide). Reaction SMILES: [F:1][C:2]([F:26])([F:25])[CH2:3][NH:4][C:5]([C:7]1([CH2:20][CH2:21][CH2:22][CH2:23]Br)[C:19]2[CH:18]=[CH:17][CH:16]=[CH:15][C:14]=2[C:13]2[C:8]1=[CH:9][CH:10]=[CH:11][CH:12]=2)=[O:6].[N:27]1([C:34]2[N:38]([CH3:39])[C:37]3[CH:40]=[CH:41][CH:42]=[CH:43][C:36]=3[N:35]=2)[CH2:33][CH2:32][CH2:31][NH:30][CH2:29][CH2:28]1>>[F:1][C:2]([F:26])([F:25])[CH2:3][NH:4][C:5]([C:7]1([CH2:20][CH2:21][CH2:22][CH2:23][N:30]2[CH2:31][CH2:32][CH2:33][N:27]([C:34]3[N:38]([CH3:39])[C:37]4[CH:40]=[CH:41][CH:42]=[CH:43][C:36]=4[N:35]=3)[CH2:28][CH2:29]2)[C:19]2[CH:18]=[CH:17][CH:16]=[CH:15][C:14]=2[C:13]2[C:8]1=[CH:9][CH:10]=[CH:11][CH:12]=2)=[O:6]. Reported procedure: Prepared analogously to Example 2 from 9-(4-bromo-butyl)-9H-fluorene-9-carboxylic acid-(2,2,2-trifluoro-ethyl)-amide and 2-[1.4]diazepan-1-yl-1-methyl-1H-benzimidazole. Reactants: CC(C)(C)OC(=O)C(=O)OC(C)(C)C, C[Si](C)(C)[N-][Si](C)(C)C, CCOCC, CC(=O)c1cc(Cl)cc(Cl)c1, [Li+]. Yields the product CC(C)(C)OC(=O)C(=O)CC(=O)c1cc(Cl)cc(Cl)c1. RXN SMILES: [C:22]([C:23](=[O:24])[O:25][C:26]([CH3:27])([CH3:28])[CH3:29])(=[O:30])[O:31][C:32]([CH3:33])([CH3:34])[CH3:35].[CH3:12][Si:13]([N-:14][Si:15]([CH3:16])([CH3:17])[CH3:18])([CH3:19])[CH3:20].[CH3:36][CH2:37][O:38][CH2:39][CH3:40].[Cl:1][c:2]1[cH:3][c:4]([C:9]([CH3:10])=[O:11])[cH:5][c:6]([Cl:8])[cH:7]1.[Li+:21]>>[Cl:1][c:2]1[cH:3][c:4]([C:9]([CH2:10][C:22]([C:23](=[O:24])[O:25][C:26]([CH3:27])([CH3:28])[CH3:29])=[O:30])=[O:11])[cH:5][c:6]([Cl:8])[cH:7]1.